The task is: describe an organic reaction: reactants, conditions, products, and yield. This data is from the Open Reaction Database (ORD), a public repository of structured organic reaction records. Reactants: C1(=CC=CC=C1)N1N=C2C=CC=CC2=C1N (2-phenyl-2H-indazol-3-amine), C1(CCCCC1)=O (cyclohexanone), [Na] (sodium), C(C)(=O)O (acetic acid). Solvent: C(Cl)Cl (CH2Cl2). Yields the product C1(CCCCC1)NC=1N(N=C2C=CC=CC12)C1=CC=CC=C1 (Cyclohexyl-(2-phenyl-2H-indazol-3-yl)-amine). Isolated yield 18.0%. Reaction SMILES: [C:1]1([N:7]2[C:15]([NH2:16])=[C:14]3[C:9]([CH:10]=[CH:11][CH:12]=[CH:13]3)=[N:8]2)[CH:6]=[CH:5][CH:4]=[CH:3][CH:2]=1.[C:17]1(=O)[CH2:22][CH2:21][CH2:20][CH2:19][CH2:18]1.C(O)(=O)C.[Na]>C(Cl)Cl>[CH:17]1([NH:16][C:15]2[N:7]([C:1]3[CH:2]=[CH:3][CH:4]=[CH:5][CH:6]=3)[N:8]=[C:9]3[C:14]=2[CH:13]=[CH:12][CH:11]=[CH:10]3)[CH2:22][CH2:21][CH2:20][CH2:19][CH2:18]1 |^1:27|. Reported procedure: To a solution of 2-phenyl-2H-indazol-3-amine (800 mg, 4 mmol; Shirtcliff, Laura D.; Rivers, Jazmin; Haley, Michael M, Journal of Organic Chemistry (2006), 71(17), 6619-6622) in CH2Cl2 (43 ml) was added cyclohexanone (1.97 ml, 19 mmol; CAS Reg. No. 108-94-1), acetic acid (0.22 ml, 4 mmol) and sodium triacetoxyborhydride (2.43 g, 11 mmol) at ambient temperature under an argon atmosphere. The reaction mixture was heated under reflux conditions for 12 h, poured onto ice water/aqueous NaHCO3 solution... Yields the product CCOC(=O)c1cn(C2CC2F)c2c(OC)c(F)cc(N)c2c1=O. Reactants: C, CC#N, ClC(Cl)Cl, CCOC(=O)c1cn(C2CC2F)c2c(OC)c(F)cc([N+](=O)[O-])c2c1=O, [Pd]. As a reaction SMILES: [C:34].[CH3:31][C:32]#[N:33].[CH:27]([Cl:28])([Cl:29])[Cl:30].[F:1][c:2]1[cH:3][c:4]([N+:24]([O-:25])=[O:26])[c:5]2[c:6](=[O:23])[c:7]([C:18](=[O:19])[O:20][CH2:21][CH3:22])[cH:8][n:9]([CH:14]3[CH:15]([F:17])[CH2:16]3)[c:10]2[c:11]1[O:12][CH3:13].[Pd:35]>>[F:1][c:2]1[cH:3][c:4]([NH2:24])[c:5]2[c:6](=[O:23])[c:7]([C:18](=[O:19])[O:20][CH2:21][CH3:22])[cH:8][n:9]([CH:14]3[CH:15]([F:17])[CH2:16]3)[c:10]2[c:11]1[O:12][CH3:13]. As a reaction SMILES: [Cl:1][CH2:2][CH2:3][NH:4][C:5]([N:7]([CH2:19][CH3:20])[CH:8]1[O:16][C@H:15]([CH2:17][OH:18])[C@@H:13]([OH:14])[C@H:11]([OH:12])[C@H:9]1[OH:10])=[O:6].[N:21]([O-])=[O:22].[Na+]>C(O)=O>[Cl:1][CH2:2][CH2:3][N:4]([N:21]=[O:22])[C:5]([N:7]([CH2:19][CH3:20])[CH:8]1[O:16][C@H:15]([CH2:17][OH:18])[C@@H:13]([OH:14])[C@H:11]([OH:12])[C@H:9]1[OH:10])=[O:6] |f:1.2|. Conditions: time 1 hour. Procedure details: 6.0 g of 1-(2-chloroethyl)-3-ethyl-3-D-glucopyranosylurea are dissolved in 15 ml of formic acid, and 4.0 g of sodium nitrite are added gradually thereto at 0° to 5° C. for one hour under stirring. The mixture is further stirred at the same temperature for 20 minutes. 100 ml of ether-hexane(1:1) are added to the reaction mixture, and the resultant oil is collected therefrom. Said oil is washed with ether. Then, 100 ml of methylene chloride-methanol(5:1) are added to said oil, and insoluble materi... Reactants: N(=O)[O-].[Na+] (sodium nitrite), ClCCNC(=O)N(C1[C@H](O)[C@@H](O)[C@H](O)[C@H](O1)CO)CC (1-(2-chloroethyl)-3-ethyl-3-D-glucopyranosylurea), ether-hexane. Isolated yield 30.5%. The product is ClCCN(C(=O)N(C1[C@H](O)[C@@H](O)[C@H](O)[C@H](O1)CO)CC)N=O (1-(2-chloroethyl)-1-nitroso-3-ethyl-3-D-glucopyranosylurea). Solvent: C(=O)O (formic acid). As a reaction SMILES: [CH3:16][I:17].[CH3:19][CH2:20][OH:21].[K+:15].[N+:1](=[O:2])([O-:3])[c:4]1[c:5]([NH2:6])[cH:7][cH:8][c:9]([S:11][C:12]#[N:13])[cH:10]1.[OH-:14].[OH2:18]>>[N+:1](=[O:2])([O-:3])[c:4]1[c:5]([NH2:6])[cH:7][cH:8][c:9]([S:11][CH3:12])[cH:10]1. The reactants are CI, CCO, [K+], N#CSc1ccc(N)c([N+](=O)[O-])c1, [OH-], O. The product is CSc1ccc(N)c([N+](=O)[O-])c1. Starting materials: C(#N)[BH3-].[Na+] (sodium cyanoborohydride), FC(C=1C=C2C(=NNC2=CC1)N)(F)F (5-(trifluoromethyl)-1H-indazol-3-amine), C(C=O)(=O)OCC (ethyl glyoxylate), solution. Run in CC(=O)O.CO (AcOH MeOH), C1(=CC=CC=C1)C (toluene). Conditions: temperature 100 celsius, time 2.5 hour. The product is FC(C=1C=C2C(=NNC2=CC1)NCC(=O)OCC)(F)F (ethyl 2-(5-(trifluoromethyl)-1H-indazol-3-ylamino)acetate). As a reaction SMILES: [F:1][C:2]([F:14])([F:13])[C:3]1[CH:4]=[C:5]2[C:9](=[CH:10][CH:11]=1)[NH:8][N:7]=[C:6]2[NH2:12].[C:15]([O:19][CH2:20][CH3:21])(=[O:18])[CH:16]=O.C([BH3-])#N.[Na+]>CC(O)=O.CO.C1(C)C=CC=CC=1>[F:14][C:2]([F:1])([F:13])[C:3]1[CH:4]=[C:5]2[C:9](=[CH:10][CH:11]=1)[NH:8][N:7]=[C:6]2[NH:12][CH2:16][C:15]([O:19][CH2:20][CH3:21])=[O:18] |f:2.3,4.5|. Procedure details: Preparation I6, Step 2: A solution of 5-(trifluoromethyl)-1H-indazol-3-amine (2.08 g, 10.3 mmol) in 50 mL of 1% AcOH/MeOH was charged with ethyl glyoxylate (2.05 mL of a 50% solution in toluene, 10.3 mmol; note: the commercially available material is polymeric and was heated at 100° C. for 90 min before being used immediately in this reaction) and sodium cyanoborohydride (777 mg, 12.4 mmol). The mixture was stirred for 2.5 h, quenched with sat. NaHCO3, and extracted with EtOAc (2×). The organic ...